This data is from the Open Reaction Database (ORD), a public repository of structured organic reaction records. The task is: describe an organic reaction: reactants, conditions, products, and yield The reactants are [OH-].[Na+] (sodium hydroxide), C(C)O (ethanol), COC1=C(C=C(C=C1)[N+](=O)[O-])N(C1CCN(CC1)C)C (2-methoxy-5-nitro-N-methyl-N-(1-methyl piperidin-4-yl)phenylamine), C(C)O (ethanol), O (water), Cl (hydrochloric acid), three, O (water). Reagents/catalysts: [Fe] (iron). Conditions: temperature 50 celsius, time 5 minute. Product: COC1=C(C=C(C=C1)N(C1CCN(CC1)C)C)N (4-methoxy-N-methyl-N-(1-methyl piperidin-4-yl)benzene-1,3-diamine). Reaction SMILES: O.Cl.CO[C:5]1[CH:10]=[CH:9][C:8]([N+:11]([O-])=O)=[CH:7][C:6]=1[N:14]([CH3:22])[CH:15]1[CH2:20][CH2:19][N:18]([CH3:21])[CH2:17][CH2:16]1.[OH-].[Na+].[CH2:25]([OH:27])C>[Fe]>[CH3:25][O:27][C:9]1[CH:10]=[CH:5][C:6]([N:14]([CH3:22])[CH:15]2[CH2:16][CH2:17][N:18]([CH3:21])[CH2:19][CH2:20]2)=[CH:7][C:8]=1[NH2:11] |f:3.4|. Procedure details: To a 250 mL three necked round bottomed flask, added iron powder (1.99 grams, 6.81 mmol) and 10 mL of demineralized water. Stirred the mass for 5 minutes and added concentrated hydrochloric acid (12 mL) drop-wise. The reaction was exothermic. Further, heated the reaction mass to 50° C. and added a solution of 2-methoxy-5-nitro-N-methyl-N-(1-methyl piperidin-4-yl)phenylamine (1.9 grams, 6.81 mmol) obtained at step (IV) was dissolved in ethanol (20 mL), drop-wise through addition funnel. The react...